This data is from the Open Reaction Database (ORD), a public repository of structured organic reaction records. The task is: describe an organic reaction: reactants, conditions, products, and yield Starting materials: NC1=NC(=CC(=N1)N1C[C@H](CCC1)C(=O)NC1=C(C=CC=C1)F)C1=CC(=C(C=C1)C#N)F ((3S)-1-[2-amino-6-(4-cyano-3-fluorophenyl)-4-pyrimidinyl]-N-(2-fluorophenyl)-3-piperidinecarboxamide), CCN(C(C)C)C(C)C (Hunig's base), NN (hydrazine). As a reaction SMILES: [NH2:1][C:2]1[N:7]=[C:6]([N:8]2[CH2:13][CH2:12][CH2:11][C@H:10]([C:14]([NH:16][C:17]3[CH:22]=[CH:21][CH:20]=[CH:19][C:18]=3[F:23])=[O:15])[CH2:9]2)[CH:5]=[C:4]([C:24]2[CH:29]=[CH:28][C:27]([C:30]#[N:31])=[C:26](F)[CH:25]=2)[N:3]=1.CCN(C(C)C)C(C)C.[NH2:42][NH2:43]>CCO>[NH2:1][C:2]1[N:7]=[C:6]([N:8]2[CH2:13][CH2:12][CH2:11][C@H:10]([C:14]([NH:16][C:17]3[CH:22]=[CH:21][CH:20]=[CH:19][C:18]=3[F:23])=[O:15])[CH2:9]2)[CH:5]=[C:4]([C:24]2[CH:25]=[C:26]3[C:27]([C:30]([NH2:31])=[N:42][NH:43]3)=[CH:28][CH:29]=2)[N:3]=1. Product: NC1=NC(=CC(=N1)N1C[C@H](CCC1)C(=O)NC1=C(C=CC=C1)F)C1=CC=C2C(=NNC2=C1)N ((3S)-1-[2-Amino-6-(3-amino-1H-indazol-6-yl)-4-pyrimidinyl]-N-(2-fluorophenyl)-3-piperidinecarboxamide). The solvent is CCO (EtOH). Yield: 10.2%. Procedure details: Into a microwave tube, (3S)-1-[2-amino-6-(4-cyano-3-fluorophenyl)-4-pyrimidinyl]-N-(2-fluorophenyl)-3-piperidinecarboxamide (191 mg, 0.440 mmol), 3 mL of EtOH, Hunig's base (0.077 mL, 0.440 mmol), and hydrazine anhydrous (0.055 mL, 1.759 mmol) were added, and the resulting yellow mixture was heated at 150° C. for 150 minutes under microwave conditions. The solution turned black. LCMS showed mainly product. The black solids were filtered and the yellow filtrate was evaporated. The yellow residue ... Conditions: temperature 150 celsius. Reactants: C1(=CC=CC=C1)[S-].[Na+] (sodium thiophenolate), BrC=1SC=CN1 (2-bromothiazole), CC1(C2=C(C(=CC=C2)P(C3=CC=CC=C3)C4=CC=CC=C4)OC5=C(C=CC=C51)P(C6=CC=CC=C6)C7=CC=CC=C7)C (Xantphos). Reagents/catalysts: C=1C=CC(=CC1)/C=C/C(=O)/C=C/C2=CC=CC=C2.C=1C=CC(=CC1)/C=C/C(=O)/C=C/C2=CC=CC=C2.C=1C=CC(=CC1)/C=C/C(=O)/C=C/C2=CC=CC=C2.[Pd].[Pd] (Pd2dba3). Solvent: C1(=CC=CC=C1)C (toluene). The product is C1(=CC=CC=C1)SC=1SC=CN1 (2-Phenylthiothiazole). As a reaction SMILES: [C:1]1([S-:7])[CH:6]=[CH:5][CH:4]=[CH:3][CH:2]=1.[Na+].Br[C:10]1[S:11][CH:12]=[CH:13][N:14]=1.CC1(C)C2C(=C(P(C3C=CC=CC=3)C3C=CC=CC=3)C=CC=2)OC2C(P(C3C=CC=CC=3)C3C=CC=CC=3)=CC=CC1=2>C1(C)C=CC=CC=1.C1C=CC(/C=C/C(/C=C/C2C=CC=CC=2)=O)=CC=1.C1C=CC(/C=C/C(/C=C/C2C=CC=CC=2)=O)=CC=1.C1C=CC(/C=C/C(/C=C/C2C=CC=CC=2)=O)=CC=1.[Pd].[Pd]>[C:1]1([S:7][C:10]2[S:11][CH:12]=[CH:13][N:14]=2)[CH:6]=[CH:5][CH:4]=[CH:3][CH:2]=1 |f:0.1,5.6.7.8.9|. Procedure: A solution of sodium thiophenolate (0.61 g, 4.62 mmol) and 2-bromothiazole (0.38 mL, 4.2 mmol) in 20 mL of toluene was treated with 0.19 g (0.21 mmol) of Pd2dba3 and 0.12 g (0.21 mmol) of Xantphos and heated at reflux for 10 min. The crude solution was concentrated onto 5 g of silica gel and then purified by flash chromatography to give the title compound. MS (M+H)+ 194. Reactants: solution, N (ammonia), CC1(CC(=O)CC(C1)(C)C#N)C (isophoronenitrile), liquid, [H][H] (Hydrogen), 60. The reagents and catalysts are [O-2].[O-2].[Ti+4] (titanium dioxide). Solvent: O1CCCC1 (tetrahydrofuran). Yields the product CC1(CC(CC(C1)(C)CN)N)C (isophoronediamine). Yield: 95.2%. RXN SMILES: [CH3:1][C:2]1([CH3:12])[CH2:8][C:7]([C:10]#[N:11])([CH3:9])[CH2:6][C:4](=O)[CH2:3]1.[NH3:13].[H][H]>O1CCCC1.[O-2].[O-2].[Ti+4]>[CH3:1][C:2]1([CH3:12])[CH2:8][C:7]([CH2:10][NH2:11])([CH3:9])[CH2:6][CH:4]([NH2:13])[CH2:3]1 |f:4.5.6|. Procedure: Through a tubular reactor (diameter 16 mm, packing height 50 cm, oil-heated double jacket), installed up-stream of the hydrogenation reactor and packed with 63.5 g (100 ml) of titanium dioxide (anatase) in the form of 1.5 mm extrudates there were passed upwardly, per hour, 80.4 g of a 50% solution of isophoronenitrile (purity 99.0%) in tetrahydrofuran and 303.0 g of liquid ammonia at a pressure of 250 bar and a temperature of 80° C. Hydrogen was then added to the stream at a rate of 60 standard ... Reactants: ClC=1C=C(C=C(C1OCCCCOCC(C(=C(F)F)Cl)O)Cl)OCC=C(Cl)Cl (3,5-dichloro-1-(3,3-dichloro-2-propenyloxy)-4-(4-(3-chloro-4,4-difluoro-2-hydroxy-3-butenyloxy)butyloxy)benzene), C(C)N(CC)S(F)(F)F (diethylaminosulfur trifluoride), crude product, O (water). Solvent: ClCCl (dichloromethane), ClCCl (dichloromethane). Conditions: temperature -78 celsius, time 30 minute. The product is ClC=1C=C(C=C(C1OCCCCOC\C=C(\C(F)(F)F)/Cl)Cl)OCC=C(Cl)Cl ((Z)-3,5-dichloro-1-(3,3-dichloro-2-propenyloxy)-4-(4-(3-chloro-4,4,4-trifluoro-2-butenyloxy)butyloxy)benzene). Isolated yield 55.3%. RXN SMILES: [Cl:1][C:2]1[CH:3]=[C:4]([O:23][CH2:24][CH:25]=[C:26]([Cl:28])[Cl:27])[CH:5]=[C:6]([Cl:22])[C:7]=1[O:8][CH2:9][CH2:10][CH2:11][CH2:12][O:13][CH2:14][CH:15](O)[C:16]([Cl:20])=[C:17]([F:19])[F:18].C(N(S(F)(F)[F:35])CC)C.O>ClCCl>[Cl:1][C:2]1[CH:3]=[C:4]([O:23][CH2:24][CH:25]=[C:26]([Cl:28])[Cl:27])[CH:5]=[C:6]([Cl:22])[C:7]=1[O:8][CH2:9][CH2:10][CH2:11][CH2:12][O:13][CH2:14]/[CH:15]=[C:16](\[Cl:20])/[C:17]([F:35])([F:19])[F:18]. Reported procedure: A solution of 0.36 g of 3,5-dichloro-1-(3,3-dichloro-2-propenyloxy)-4-(4-(3-chloro-4,4-difluoro-2-hydroxy-3-butenyloxy)butyloxy)benzene in 5 ml of dichloromethane was slowly added dropwise to a solution of 0.12 g of diethylaminosulfur trifluoride (DAST) in 10 ml of dichloromethane with stirring at -78° C. After complement of the dropwise addition, the reaction mixture was returned to room temperature over 30 minutes and poured into water. The dichloromethane layer was separated, washed with wate... The reactants are CCOC(=O)c1c(C)[nH]c(C=O)c1CCCN(C)C, CO, CCOC(C)=O, [Na+], [OH-]. Product: Cc1[nH]c(C=O)c(CCCN(C)C)c1C(=O)O. Reaction SMILES: [CH2:1]([CH3:2])[O:3][C:4](=[O:5])[c:6]1[c:7]([CH3:19])[nH:8][c:9]([CH:17]=[O:18])[c:10]1[CH2:11][CH2:12][CH2:13][N:14]([CH3:15])[CH3:16].[CH3:22][OH:23].[CH3:24][CH2:25][O:26][C:27]([CH3:28])=[O:29].[Na+:21].[OH-:20]>>[O:3]=[C:4]([OH:5])[c:6]1[c:7]([CH3:19])[nH:8][c:9]([CH:17]=[O:18])[c:10]1[CH2:11][CH2:12][CH2:13][N:14]([CH3:15])[CH3:16]. The reactants are COC(=O)C(C)c1ccc(C#Cc2ccc3c(c2)C(C)(C)CCC3N(C)C2CC2)cc1, CO, [Cl-], [NH4+], [Na+], C1CCOC1, [OH-]. The product is CC(C(=O)O)c1ccc(C#Cc2ccc3c(c2)C(C)(C)CCC3N(C)C2CC2)cc1. Reaction SMILES: [CH3:1][O:2][C:3]([CH:4]([CH3:5])[c:6]1[cH:7][cH:8][c:9]([C:12]#[C:13][c:14]2[cH:15][c:16]3[c:21]([cH:22][cH:23]2)[CH:20]([N:24]([CH3:25])[CH:26]2[CH2:27][CH2:28]2)[CH2:19][CH2:18][C:17]3([CH3:29])[CH3:30])[cH:10][cH:11]1)=[O:31].[CH3:36][OH:37].[Cl-:34].[NH4+:35].[Na+:33].[O:38]1[CH2:39][CH2:40][CH2:41][CH2:42]1.[OH-:32]>>[O:2]=[C:3]([CH:4]([CH3:5])[c:6]1[cH:7][cH:8][c:9]([C:12]#[C:13][c:14]2[cH:15][c:16]3[c:21]([cH:22][cH:23]2)[CH:20]([N:24]([CH3:25])[CH:26]2[CH2:27][CH2:28]2)[CH2:19][CH2:18][C:17]3([CH3:29])[CH3:30])[cH:10][cH:11]1)[OH:31]. Starting materials: CCCCCC(CC(=O)Nc1cc(CO)ccc1C(C)(C)C)c1ccc(OC)cc1OC, O=C=NS(=O)(=O)Cl, C1CCOC1. The product is CCCCCC(CC(=O)Nc1cc(COC(N)=O)ccc1C(C)(C)C)c1ccc(OC)cc1OC. Reaction SMILES: [C:1]([CH3:2])([CH3:3])([CH3:4])[c:5]1[c:6]([NH:13][C:14]([CH2:15][CH:16]([CH2:17][CH2:18][CH2:19][CH2:20][CH3:21])[c:22]2[c:23]([O:30][CH3:31])[cH:24][c:25]([O:28][CH3:29])[cH:26][cH:27]2)=[O:32])[cH:7][c:8]([CH2:11][OH:12])[cH:9][cH:10]1.[Cl:33][S:34](=[O:35])(=[O:36])[N:37]=[C:38]=[O:39].[O:40]1[CH2:41][CH2:42][CH2:43][CH2:44]1>>[C:1]([CH3:2])([CH3:3])([CH3:4])[c:5]1[c:6]([NH:13][C:14]([CH2:15][CH:16]([CH2:17][CH2:18][CH2:19][CH2:20][CH3:21])[c:22]2[c:23]([O:30][CH3:31])[cH:24][c:25]([O:28][CH3:29])[cH:26][cH:27]2)=[O:32])[cH:7][c:8]([CH2:11][O:12][C:38]([NH2:37])=[O:39])[cH:9][cH:10]1. The reactants are FC1=C(C=C(C=C1)F)C=C (1,4-difluoro-2-vinylbenzene), BrC=1C=C(C(=NC1)F)B1OC(C(O1)(C)C)(C)C (5-bromo-2-fluoro-3-(4,4,5,5-tetramethyl-1,3,2-dioxaborolan-2-yl)pyridine), C([O-])([O-])=O.[Na+].[Na+] (sodium carbonate). The reagents and catalysts are C(C)(=O)[O-].[Pd+2].C(C)(=O)[O-] (palladium (II) acetate). Solvent: CN(C)C=O (DMF). Conditions: time 8 hour. Yields the product BrC=1C=C(C(=NC1)F)\C=C\C1=C(C=CC(=C1)F)F ((E)-5-Bromo-3-(2,5-difluorostyryl)-2-fluoropyridine). Reaction SMILES: [F:1][C:2]1[CH:7]=[CH:6][C:5]([F:8])=[CH:4][C:3]=1[CH:9]=[CH2:10].[Br:11][C:12]1[CH:13]=[C:14](B2OC(C)(C)C(C)(C)O2)[C:15]([F:18])=[N:16][CH:17]=1.C(=O)([O-])[O-].[Na+].[Na+]>C([O-])(=O)C.[Pd+2].C([O-])(=O)C.CN(C=O)C>[Br:11][C:12]1[CH:13]=[C:14](/[CH:10]=[CH:9]/[C:3]2[CH:4]=[C:5]([F:8])[CH:6]=[CH:7][C:2]=2[F:1])[C:15]([F:18])=[N:16][CH:17]=1 |f:2.3.4,5.6.7|. Reported procedure: A round bottom flask was charged with 1,4-difluoro-2-vinylbenzene (1 g, 7.14 mmol), 5-bromo-2-fluoro-3-(4,4,5,5-tetramethyl-1,3,2-dioxaborolan-2-yl)pyridine (2.69 g, 8.92 mmol), and DMF (27 mL). The resulting mixture was purged with a stream of oxygen for 10 min. To this was added sodium carbonate (1.89 g, 17.8 mmol) and palladium (II) acetate (0.128 g, 0.571 mmol) as a solid in a single portion. The reaction was purged with oxygen for 5 min. The reaction was fitted with a balloon of oxygen and ... Starting materials: NC=1N=CC2=C(N1)NC(S2)=O (5-Amino-3H-thiazol[4,5-d]pyrimidin-2-one), C(C)(=O)O.C(C)(=O)O.C(C)(=O)O.C(C)(=O)O.C(C)(=O)O[C@H]1[C@H](OC(C)=O)[C@H](OC(C)=O)[C@H](O1)COC(C)=O (1,2,3,5-tetra-O-acetyl-β-D-ribofuranose tetraacetate), P(=O)(OC1=CC=C(C=C1)[N+](=O)[O-])(OC1=CC=C(C=C1)[N+](=O)[O-])O (bis(p-nitrophenyl) hydrogen phosphate). Reaction conditions: temperature 150 celsius. The product is NC=1N=CC2=C(N1)N(C(S2)=O)[C@H]2[C@H](OC(C)=O)[C@H](OC(C)=O)[C@H](O2)COC(C)=O (5-Amino-3-(2′,3′,5′-tri-O-acetyl-β-D-ribofuranosyl)-3H-thiazolo [4,5-d]pyrimidin-2-one). The yield is 39.9%. RXN SMILES: [NH2:1][C:2]1[N:3]=[CH:4][C:5]2[S:10][C:9](=[O:11])[NH:8][C:6]=2[N:7]=1.C(O)(=O)C.C(O)(=O)C.C(O)(=O)C.C(O)(=O)C.C(O[C@@H:32]1[O:44][C@H:43]([CH2:45][O:46][C:47](=[O:49])[CH3:48])[C@@H:38]([O:39][C:40](=[O:42])[CH3:41])[C@H:33]1[O:34][C:35](=[O:37])[CH3:36])(=O)C.P(O)(OC1C=CC([N+]([O-])=O)=CC=1)(OC1C=CC([N+]([O-])=O)=CC=1)=O>>[NH2:1][C:2]1[N:3]=[CH:4][C:5]2[S:10][C:9](=[O:11])[N:8]([C@@H:32]3[O:44][C@H:43]([CH2:45][O:46][C:47](=[O:49])[CH3:48])[C@@H:38]([O:39][C:40](=[O:42])[CH3:41])[C@H:33]3[O:34][C:35](=[O:37])[CH3:36])[C:6]=2[N:7]=1 |f:1.2.3.4.5|. Procedure: Compound 86 (62 mg, 0.4 mmol), 1,2,3,5-tetra-O-acetyl-β-D-ribofuranose tetraacetate (128 mg, 0.4 mmol), and catalytic bis(p-nitrophenyl) hydrogen phosphate (13 mg, 0.04 mmol) were mixed and placed in a 500 ml flask. The reaction vessel was carefully placed under vacuum (˜5.0 mmHg) and lowered into an oil bath heated at 150° C. for 10 minutes. After cooling to room temperature, the solids were washed with ethyl acetate. The crude product was purified by flash column. (silica, 5 to 35% ethyl aceta... Reactants: C(C=C(C)CCC=C(C)CCC=C(C)C)Br (farnesyl bromide), O=C(CP(OC)(OC)=O)C (Dimethyl 2-oxopropylphosphonate), [H-].[Na+] (sodium hydride), sodio. The solvent is C1CCOC1 (THF). Conditions: temperature 20 celsius, time 2 hour. Yields the product C(C)(=O)C(CC=C(CCC=C(CCC=C(C)C)C)C)P(OC)(OC)=O (Dimethyl [1-acetyl-4,8,12-trimethyltrideca-3,7,11-trienyl]phosphonate). As a reaction SMILES: [O:1]=[C:2]([CH3:10])[CH2:3][P:4](=[O:9])([O:7][CH3:8])[O:5][CH3:6].[H-].[Na+].[CH2:13](Br)[CH:14]=[C:15]([CH2:17][CH2:18][CH:19]=[C:20]([CH2:22][CH2:23][CH:24]=[C:25]([CH3:27])[CH3:26])[CH3:21])[CH3:16]>C1COCC1>[C:2]([CH:3]([P:4](=[O:9])([O:7][CH3:8])[O:5][CH3:6])[CH2:13][CH:14]=[C:15]([CH3:16])[CH2:17][CH2:18][CH:19]=[C:20]([CH3:21])[CH2:22][CH2:23][CH:24]=[C:25]([CH3:27])[CH3:26])(=[O:1])[CH3:10] |f:1.2|. Procedure: Dimethyl 2-oxopropylphosphonate (560 μL, 4.0 mmol) was added dropwise to a stirred suspension of sodium hydride (50% oil suspension, prewashed with hexane) (210 mg, 4.8 mmol) in anhydrous THF (15 mL) at 20° C. under an Argon atmosphere. The resulting slurry was stirred at 20° C. for 2 hours to allow for complete formation of the sodio derivative and then treated dropwise with farnesyl bromide (1.14 mL, 4.2 mmol). The cloudy yellow mixture was stirred at 20° C. for 2 hours and then quenched with ...